Dataset: the Open Reaction Database (ORD), a public repository of structured organic reaction records. Task: describe an organic reaction: reactants, conditions, products, and yield Reactants: amidine, C(C1=CC=CC=C1)N1C(CCC1)=NC1=C(C#N)C=CC=C1 (2-(1-benzyl-pyrrolidin-2-ylideneamino)benzonitrile), CC(C)([O-])C.[K+] (potassium tert-butoxide), [H-].[Na+] (sodium hydride), C(C=1C(N)=CC=CC1)#N (anthranilonitrile), alkyl chloride, acyl chloride. Yields the product N1C=CC=C2C=CC=3C(=C12)C=CN3 (Pyrroloquinoline), C(C1=CC=CC=C1)N1CCC=2C1=NC1=CC=CC=C1C2N (1-benzyl-2,3-dihydro-1H-pyrrolo[2,3-b]quinolin-4-ylamine). Reaction SMILES: [CH2:1]([N:8]1[CH2:12][CH2:11][CH2:10][C:9]1=[N:13][C:14]1[CH:21]=[CH:20][CH:19]=[CH:18][C:15]=1[C:16]#[N:17])[C:2]1[CH:7]=[CH:6][CH:5]=[CH:4][CH:3]=1.C(#N)C1[C:24](=CC=CC=1)[NH2:25].CC(C)([O-])C.[K+].[H-].[Na+]>>[NH:13]1[C:14]2[C:21]([CH:20]=[CH:19][C:18]3[C:15]=2[CH:16]=[CH:24][N:25]=3)=[CH:11][CH:10]=[CH:9]1.[CH2:1]([N:8]1[C:9]2=[N:13][C:14]3[C:15]([C:16]([NH2:17])=[C:10]2[CH2:11][CH2:12]1)=[CH:18][CH:19]=[CH:20][CH:21]=3)[C:2]1[CH:3]=[CH:4][CH:5]=[CH:6][CH:7]=1 |f:2.3,4.5|. Procedure details: Pyrroloquinoline compounds were synthesized as follows. The compound 1-benzyl-2,3-dihydro-1H-pyrrolo[2,3-b]quinolin-4-ylamine was prepared from the cyclization of an amidine derivative, 2-(1-benzyl-pyrrolidin-2-ylideneamino)benzonitrile, which was synthesized by condensing an anthranilonitrile and 1-benzyl-2-pyrrolidione. This compound was then reacted with potassium tert-butoxide or sodium hydride and the corresponding alkyl chloride or acyl chloride (FIG. 6).